Dataset: the Open Reaction Database (ORD), a public repository of structured organic reaction records. Task: describe an organic reaction: reactants, conditions, products, and yield The reactants are C(C)(=O)NC1=C(C(N(C2=NC(=C(C=C12)C1=CC=C(C=C1)Cl)C1=C(C=C(C=C1)Cl)Cl)C)=O)C(=O)OC (Methyl 4-(acetylamino)-6(4-chlorophenyl)-7-(2,4-dichlorophenyl)-1-methyl-2-oxo-1,2-dihydro-1,8-naphthyridine-3-carboxylate), N (NH3). Run in C1CCOC1 (THF), CO (methanol). Run at time 15 hour. Product: NC1=C(C(N(C2=NC(=C(C=C12)C1=CC=C(C=C1)Cl)C1=C(C=C(C=C1)Cl)Cl)C)=O)C(=O)N (4-amino-6-(4-chlorophenyl)-7-(2,4-dichlorophenyl)-1-methyl-2-oxo-1,2-dihydro-1,8-naphthyridine-3-carboxamide). RXN SMILES: C([NH:4][C:5]1[C:14]2[C:9](=[N:10][C:11]([C:22]3[CH:27]=[CH:26][C:25]([Cl:28])=[CH:24][C:23]=3[Cl:29])=[C:12]([C:15]3[CH:20]=[CH:19][C:18]([Cl:21])=[CH:17][CH:16]=3)[CH:13]=2)[N:8]([CH3:30])[C:7](=[O:31])[C:6]=1[C:32]([O:34]C)=O)(=O)C.[NH3:36]>C1COCC1.CO>[NH2:4][C:5]1[C:14]2[C:9](=[N:10][C:11]([C:22]3[CH:27]=[CH:26][C:25]([Cl:28])=[CH:24][C:23]=3[Cl:29])=[C:12]([C:15]3[CH:16]=[CH:17][C:18]([Cl:21])=[CH:19][CH:20]=3)[CH:13]=2)[N:8]([CH3:30])[C:7](=[O:31])[C:6]=1[C:32]([NH2:36])=[O:34]. Reported procedure: To the product of EXAMPLE 91 (30 mg) in THF (1 mL) was added 3 mL of NH3 in methanol (7 M). The reaction stirred for about 15 hours at room temperature before it was concentrated. The residue was dissolved in CH2Cl2 and washed with water. The solution was dried (Na2SO4) and concentrated. The concentrated residue was purified by preparative TLC on silica gel eluted with 100% EtOAc affording the title compound. HPLC/MS: 473.0 (M+1), 475.0 (M+3); Rt=4.19 min. Reactants: [OH-].[Na+] (sodium hydroxide), C1=C2C(=CC(=C1O[C@H]3[C@@H]([C@H]([C@@H]([C@H](O3)CO)O)O)O)O)OC(=O)C=C2 (esculin), CN(C=O)C (dimethylformamide), ClC(=O)OC (methyl chloroformate). Solvent: CC(=O)C (acetone). Run at temperature 0 celsius, time 8 hour. The product is C1=C2C(=CC(=C1O[C@H]3[C@@H]([C@H]([C@@H]([C@H](O3)CO)O)O)O)O)OC(=O)C=C2.[CH2-]C(=O)C (Esculin Acetonide). RXN SMILES: [CH:1]1[C:6]([O:7][C@@H:8]2[O:13][C@H:12]([CH2:14][OH:15])[C@@H:11]([OH:16])[C@H:10]([OH:17])[C@H:9]2[OH:18])=[C:5]([OH:19])[CH:4]=[C:3]2[O:20][C:21]([CH:23]=[CH:24][C:2]=12)=[O:22].CN(C)C=O.ClC(OC)=O.[OH-].[Na+]>CC(C)=O>[CH:1]1[C:6]([O:7][C@@H:8]2[O:13][C@H:12]([CH2:14][OH:15])[C@@H:11]([OH:16])[C@H:10]([OH:17])[C@H:9]2[OH:18])=[C:5]([OH:19])[CH:4]=[C:3]2[O:20][C:21]([CH:23]=[CH:24][C:2]=12)=[O:22].[CH2-:5][C:6]([CH3:1])=[O:7] |f:3.4,6.7|. Procedure: A solution of 10 grams of esculin, 50 cc of dimethylformamide and 50 cc of acetone is cooled to 0° C. While maintaining the temperature at 0° C., 10 cc of methyl chloroformate are added dropwise. This procedure is repeated at the end of 3 hours. The mixture is kept overnight at ambient temperature with agitation. It is then cooled to 0° C. and neutralized with a minimum quantity of methanolic sodium hydroxide. The solvents are removed by evaporation and the residue is dissolved in water. The ace... Reactants: CCOCC (ether), O (H2O), CI (CH3I), NaNH2, C(C1=CC=CC=C1)OCC(O)COC(C1=CC=CC=C1)(C1=CC=CC=C1)C1=CC=CC=C1 (rac-1-O-benzyl-3-O-tritylglycerol). The solvent is O1CCOCC1 (1,4 dioxane). Yields the product compound 13, C(C1=CC=CC=C1)OCC(OC)COC(C1=CC=CC=C1)(C1=CC=CC=C1)C1=CC=CC=C1 (rac-1-O-benzyl-2-O-methyl-3-O-tritylglycerol). The yield is 78.9%. RXN SMILES: [CH2:1]([O:8][CH2:9][CH:10]([CH2:12][O:13][C:14]([C:27]1[CH:32]=[CH:31][CH:30]=[CH:29][CH:28]=1)([C:21]1[CH:26]=[CH:25][CH:24]=[CH:23][CH:22]=1)[C:15]1[CH:20]=[CH:19][CH:18]=[CH:17][CH:16]=1)[OH:11])[C:2]1[CH:7]=[CH:6][CH:5]=[CH:4][CH:3]=1.CI.[CH3:35]COCC.O>O1CCOCC1>[CH2:1]([O:8][CH2:9][CH:10]([CH2:12][O:13][C:14]([C:27]1[CH:32]=[CH:31][CH:30]=[CH:29][CH:28]=1)([C:21]1[CH:22]=[CH:23][CH:24]=[CH:25][CH:26]=1)[C:15]1[CH:16]=[CH:17][CH:18]=[CH:19][CH:20]=1)[O:11][CH3:35])[C:2]1[CH:3]=[CH:4][CH:5]=[CH:6][CH:7]=1. Procedure details: NaNH2 (0.616 g, 15.0 mmol) was added to a flame-dried two-necked 50 ml round bottom flask equipped with a reflux condenser which contained a solution of rac-1-O-benzyl-3-O-tritylglycerol (5.30 g, 12.5 mmol) in anhydrous 1,4 dioxane (30 ml). The reaction mixture was refluxed for one hour under N2. Then CH3I (3.55 g, 25.0 mmol) was added dropwise. The resulting reaction mixture was refluxed overnight. After the mixture had cooled to room temperature, ether and H2O were added. The ether layer was r... The reactants are C(C)OC1([C@H]([C@@H](C1)C(=O)OCC)C(=O)OCC)OCC (trans-3,3-diethoxy-1,2-cyclobutanedicarboxylic acid, diethyl ester), CO (methanol), [OH-].[K+] (potassium hydroxide). Run in O1CCCC1 (tetrahydrofuran). Conditions: time 3 day. Yields the product C(C)OC1([C@H]([C@@H](C1)C(=O)O)C(=O)O)OCC (trans-3,3-Diethoxy-1,2-cyclobutanedicarboxylic acid). As a reaction SMILES: [CH2:1]([O:3][C:4]1([O:18][CH2:19][CH3:20])[CH2:7][C@@H:6]([C:8]([O:10]CC)=[O:9])[C@@H:5]1[C:13]([O:15]CC)=[O:14])[CH3:2].CO.[OH-].[K+]>O1CCCC1>[CH2:19]([O:18][C:4]1([O:3][CH2:1][CH3:2])[CH2:7][C@@H:6]([C:8]([OH:10])=[O:9])[C@@H:5]1[C:13]([OH:15])=[O:14])[CH3:20] |f:2.3|. Procedure: A solution of trans-3,3-diethoxy-1,2-cyclobutanedicarboxylic acid, diethyl ester (100 g) in 1400 ml of tetrahydrofuran under argon was treated with 1400 ml of methanol and 1400 ml of 1N potassium hydroxide solution. The resulting mixture was allowed to stand for 3 days at room temperature and then was evaporated in vacuo to an aqueous solution. The pH was adjusted to 2.3 with 3N hydrochloric acid and the solution was saturated with sodium chloride. The resulting suspension was extracted with eth... Reactants: CN(C)CC(O)COc1ccccc1CCCCc1ccccc1C#N, ClCCl, CCO, Cl, [Na+], [OH-]. The product is CN(C)CC(O)COc1ccccc1CCCCc1ccccc1C(N)=O. As a reaction SMILES: [C:3](#[N:4])[c:5]1[c:6]([CH2:11][CH2:12][CH2:13][CH2:14][c:15]2[c:16]([O:17][CH2:18][CH:19]([CH2:20][N:21]([CH3:22])[CH3:23])[OH:24])[cH:25][cH:26][cH:27][cH:28]2)[cH:7][cH:8][cH:9][cH:10]1.[CH2:33]([Cl:34])[Cl:35].[CH3:30][CH2:31][OH:32].[ClH:29].[Na+:2].[OH-:1]>>[O:1]=[C:3]([NH2:4])[c:5]1[c:6]([CH2:11][CH2:12][CH2:13][CH2:14][c:15]2[c:16]([O:17][CH2:18][CH:19]([CH2:20][N:21]([CH3:22])[CH3:23])[OH:24])[cH:25][cH:26][cH:27][cH:28]2)[cH:7][cH:8][cH:9][cH:10]1. The reactants are C(CC(=O)OC)(=O)OC (dimethyl malonate), C[O-].[Na+] (sodium methylate), C(CCCCCCCCCCCCCCCCC)Br (octadecyl bromide), halide, CCOCC (ether), C(C=C)(=O)[O-] (acrylate), C(CCCCCCCCCCCCCCCCC)C(C(=O)OC)C(=O)O (Methyl hydrogen octadecylmalonate), C(C)NCC (diethyl amine), 13g, C=O (formaldehyde), COC(C(C(=O)OC)CCCCCCCCCCCCCCCCCC)=O (dimethyl-n-octadecylmalonate), [OH-].[K+] (potassium hydroxide). Solvent: O (water), CO (methanol), CO (methanol). Conditions: time 8 hour. Product: C(CCCCCCCCCCCCCCCCC)C(C(=O)OC)=C (methyl α-n-octadecylacrylate). The yield is 69.2%. RXN SMILES: C(OC)(=O)CC(OC)=O.C[O-].[Na+].C(Br)CCCCCCCCCCCCCCCCC.CCOCC.[CH3:37][O:38][C:39](=[O:63])[CH:40]([CH2:45][CH2:46][CH2:47][CH2:48][CH2:49][CH2:50][CH2:51][CH2:52][CH2:53][CH2:54][CH2:55][CH2:56][CH2:57][CH2:58][CH2:59][CH2:60][CH2:61][CH3:62])[C:41](OC)=O.[OH-].[K+].C(C(C(O)=O)C(OC)=O)CCCCCCCCCCCCCCCCC.C(NCC)C.C=O.C([O-])(=O)C=C>CO.O>[CH2:45]([C:40](=[CH2:41])[C:39]([O:38][CH3:37])=[O:63])[CH2:46][CH2:47][CH2:48][CH2:49][CH2:50][CH2:51][CH2:52][CH2:53][CH2:54][CH2:55][CH2:56][CH2:57][CH2:58][CH2:59][CH2:60][CH2:61][CH3:62] |f:1.2,6.7|. Procedure: After addition of dimethyl malonate (0.50 mole) to a solution of sodium methylate (0.50 mole in 400 ml methanol), octadecyl bromide (0.45 mole) is added dropwise. The reaction mixture was heated gently during the addition and the mixture was refluxed for 10 hours after addition of the halide. At the end of this time, the methanol was distilled off. The residue was cooled and stirred with 500 ml of water. The product, a pasty solid, floated on top of the water, and ether (350 mole) was added to d...